This data is from the Open Reaction Database (ORD), a public repository of structured organic reaction records. The task is: describe an organic reaction: reactants, conditions, products, and yield The reactants are COCC(=O)Cl, COCCOc1ccc2c(c1-c1ncnc3c(C(=O)NC4CCNCC4)c[nH]c13)OCO2. Product: COCCOc1ccc2c(c1-c1ncnc3c(C(=O)NC4CCN(C(=O)COC)CC4)c[nH]c13)OCO2. As a reaction SMILES: [CH3:33][O:34][CH2:35][C:36](=[O:37])[Cl:38].[NH:1]1[CH2:2][CH2:3][CH:4]([NH:7][C:8](=[O:9])[c:10]2[cH:11][nH:12][c:13]3[c:14]2[n:15][cH:16][n:17][c:18]3-[c:19]2[c:20]([O:28][CH2:29][CH2:30][O:31][CH3:32])[cH:21][cH:22][c:23]3[c:27]2[O:26][CH2:25][O:24]3)[CH2:5][CH2:6]1>>[N:1]1([C:36]([CH2:35][O:34][CH3:33])=[O:37])[CH2:2][CH2:3][CH:4]([NH:7][C:8](=[O:9])[c:10]2[cH:11][nH:12][c:13]3[c:14]2[n:15][cH:16][n:17][c:18]3-[c:19]2[c:20]([O:28][CH2:29][CH2:30][O:31][CH3:32])[cH:21][cH:22][c:23]3[c:27]2[O:26][CH2:25][O:24]3)[CH2:5][CH2:6]1. The reactants are C(CC)NCCCC (N-propylbutylamine), CCN(C(C)C)C(C)C (DIEA), CC(C(=O)C=1OC2=C(C1CC(=O)O)C=C(C=C2)OC)(C)C ([2-(2,2-dimethylpropanoyl)-5-methoxy-1-benzofuran-3-yl]acetic acid), C=1C=CC2=C(C1)N=NN2O (HOBt). Solvent: CN(C)C=O (DMF), C(CCl)Cl (EDC). Conditions: temperature 40 celsius. The product is C(CCC)N(C(CC1=C(OC2=C1C=C(C=C2)OC)C(C(C)(C)C)=O)=O)CCC (N-Butyl-2-[2-(2,2-dimethylpropanoyl)-5-methoxy-1-benzofuran-3-yl]-N-propylacetamide). Reaction SMILES: [CH3:1][C:2]([CH3:21])([CH3:20])[C:3]([C:5]1[O:6][C:7]2[CH:17]=[CH:16][C:15]([O:18][CH3:19])=[CH:14][C:8]=2[C:9]=1[CH2:10][C:11](O)=[O:12])=[O:4].C1C=CC2N(O)N=NC=2C=1.[CH2:32]([NH:35][CH2:36][CH2:37][CH2:38][CH3:39])[CH2:33][CH3:34].CCN(C(C)C)C(C)C>CN(C=O)C.C(Cl)CCl>[CH2:36]([N:35]([CH2:32][CH2:33][CH3:34])[C:11](=[O:12])[CH2:10][C:9]1[C:8]2[CH:14]=[C:15]([O:18][CH3:19])[CH:16]=[CH:17][C:7]=2[O:6][C:5]=1[C:3](=[O:4])[C:2]([CH3:21])([CH3:1])[CH3:20])[CH2:37][CH2:38][CH3:39]. Procedure: Dissolve a mixture of 17 mg [2-(2,2-dimethylpropanoyl)-5-methoxy-1-benzofuran-3-yl]acetic acid from the Step B Example 1 and 18.5 mg HOBt in 1 mL dry DMF. Add 13.6 μL N-propylbutylamine followed by 23.0 mg EDC and 35 μL DIEA. This solution was heated at 40° C. for 2 hours. It was purified directly on RP-HPLC using 65-100% MeCN gradient. The fractions containing pure product were pooled and lyophilized to give the title compound. LC-MS: 4.31 min. (m/Z=304.2, 388.2, 410.2). Starting materials: C(C)OC(=O)C=1N(C2=CC=CC=C2C1C=1SC=CC1)CC1=CC=C(C=C1)[N+](=O)[O-] (1-(4-nitro-benzyl)-3-thiophene-2-yl-1H-indole-2-carboxylic acid ethyl ester), CS(=O)(=O)Cl (methanesulfonyl chloride). The product is CS(=O)(=O)NC1=CC=C(CN2C(=C(C3=CC=CC=C23)C=2SC=CC2)C(=O)O)C=C1 (1-{4-[(methylsulfonyl)amino]benzyl}-3-thien-2-yl-1H-indole-2-carboxylic acid). Reaction SMILES: C([O:3][C:4]([C:6]1[N:7]([CH2:20][C:21]2[CH:26]=[CH:25][C:24]([N+:27]([O-])=O)=[CH:23][CH:22]=2)[C:8]2[C:13]([C:14]=1[C:15]1[S:16][CH:17]=[CH:18][CH:19]=1)=[CH:12][CH:11]=[CH:10][CH:9]=2)=[O:5])C.[CH3:30][S:31](Cl)(=[O:33])=[O:32]>>[CH3:30][S:31]([NH:27][C:24]1[CH:23]=[CH:22][C:21]([CH2:20][N:7]2[C:8]3[C:13](=[CH:12][CH:11]=[CH:10][CH:9]=3)[C:14]([C:15]3[S:16][CH:17]=[CH:18][CH:19]=3)=[C:6]2[C:4]([OH:3])=[O:5])=[CH:26][CH:25]=1)(=[O:33])=[O:32]. Procedure details: The title compound was prepared from 1-(4-nitro-benzyl)-3-thiophene-2-yl-1H-indole-2-carboxylic acid ethyl ester and methanesulfonyl chloride followed the procedure of Example 3 Step 2 as a light yellow solid: 1H NMR (DMSO-d6) δ 2.94 (s, 3H), 5.76 (s, 2H), 7.08-7.24 (m, 7H), 7.34 (td, J=8.4, 1.2 Hz, 1H), 7.60-7.70 (m, 3H), 9.69 (br s, 1H), 13.25 (br s, 1H); MS (ESI) m/z 427 (MH+); MS (ESI) m/z 425 ([M−H]−); HRMS calcd for C21H19N2O4S2: 427.0784; found (ESI+): 427.0779. Reactants: BrC1=C[Se]C=C1Br (3,4-dibromo-selenophene), C1(=CC=CC=C1)P(C1=CC=CC=C1)C1=CC=CC=C1 (triphenylphosphine), C(C)NCC (diethylamine), C[Si](C)(C)C#C ((trimethylsilyl)acetylene), palladium dichloride bis-triphenylphosphine. The reagents and catalysts are [Cu]I (copper(I) iodide). The solvent is CN(C)C=O (DMF), CC(C)(C)OC (MTBE). Reaction conditions: temperature 90 celsius. Yields the product BrC=1C(=C[Se]C1)C#C[Si](C)(C)C ((4-Bromo-selenophen-3-ylethynyl)-trimethyl-silane). The yield is 79.5%. RXN SMILES: Br[C:2]1[C:6]([Br:7])=[CH:5][Se:4][CH:3]=1.C1(P(C2C=CC=CC=2)C2C=CC=CC=2)C=CC=CC=1.C(NCC)C.[CH3:32][Si:33]([C:36]#[CH:37])([CH3:35])[CH3:34]>CC(OC)(C)C.[Cu]I.CN(C=O)C>[Br:7][C:6]1[C:2]([C:37]#[C:36][Si:33]([CH3:35])([CH3:34])[CH3:32])=[CH:3][Se:4][CH:5]=1. Reported procedure: To a pressure vessel purged with N2 was added 3,4-dibromo-selenophene (3.69 g, 12.77 mmol), DMF (10.0 mL), triphenylphosphine (0.669 g, 2.55 mmol), copper(I) iodide (0.161 g, 0.843 mmol), diethylamine (dried over KOH, 20.0 mL, 191.55 mmol), (trimethylsilyl)acetylene (0.910 mL, 6.39 mmol), and palladium dichloride-bis-triphenylphosphine (0.592 g, 0.843 mmol). The reaction vessel was sealed and the mixture heated to 90° C. for 1 h. Upon cooling to room temperature, the reaction mixture was diluted... The product is C(C)OC(=O)C=1C=NC(=CC1NCC1CCCCC1)Cl (6-chloro-4-[(cyclohexylmethyl)amino]pyridine-3-carboxylic acid ethyl ester), oil. Procedure details: From 4,6-dichloropyridine-3-carboxylic acid ethyl ester synthesized according to the method described in US2006/0217417 and cyclohexylmethylamine in a manner similar to Example 339, the title compound was obtained as a slight yellow oil (yield 85%). Reaction SMILES: [CH2:1]([O:3][C:4]([C:6]1[CH:7]=[N:8][C:9]([Cl:13])=[CH:10][C:11]=1Cl)=[O:5])[CH3:2].[CH:14]1([CH2:20][NH2:21])[CH2:19][CH2:18][CH2:17][CH2:16][CH2:15]1>>[CH2:1]([O:3][C:4]([C:6]1[CH:7]=[N:8][C:9]([Cl:13])=[CH:10][C:11]=1[NH:21][CH2:20][CH:14]1[CH2:19][CH2:18][CH2:17][CH2:16][CH2:15]1)=[O:5])[CH3:2]. Starting materials: C(C)OC(=O)C=1C=NC(=CC1Cl)Cl (4,6-dichloropyridine-3-carboxylic acid ethyl ester), C1(CCCCC1)CN (cyclohexylmethylamine). Isolated yield 85.0%. The yield is 40.9%. Run at temperature 140 celsius. Procedure: Potassium carbonate (152 mg, 1.1 mmol) was added to a solution of 8,9-difluoro-4-methyl-3,4-dihydro-1,4-benzoxazepin-5(2H)-one (117 mg, 0.55 mmol) and 3-((1S)-2-{[tert-butyl(dimethyl)silyl]oxy}-1-methylethyloxy)-5-hydroxy-N-(1-methyl-1H-pyrazol-3-yl)benzamide (223 mg, 0.55 mmol) in 1-methyl-2-pyrrolidinone (10 mL) and the mixture heated at 140° C. for 3 days. The mixture was concentrated in vacuo and the residue suspended in ethyl acetate (20 mL). The suspension was filtered through Celite® and ... RXN SMILES: C(=O)([O-])[O-].[K+].[K+].F[C:8]1[CH:20]=[CH:19][C:11]2[C:12](=[O:18])[N:13]([CH3:17])[CH2:14][CH2:15][O:16][C:10]=2[C:9]=1[F:21].[Si]([O:29][CH2:30][C@H:31]([CH3:49])[O:32][C:33]1[CH:34]=[C:35]([CH:45]=[C:46]([OH:48])[CH:47]=1)[C:36]([NH:38][C:39]1[CH:43]=[CH:42][N:41]([CH3:44])[N:40]=1)=[O:37])(C(C)(C)C)(C)C>CN1CCCC1=O>[F:21][C:9]1[C:10]2[O:16][CH:15]([CH3:14])[N:13]([CH3:17])[C:12](=[O:18])[C:11]=2[CH:19]=[CH:20][C:8]=1[O:48][C:46]1[CH:45]=[C:35]([CH:34]=[C:33]([O:32][C@@H:31]([CH3:49])[CH2:30][OH:29])[CH:47]=1)[C:36]([NH:38][C:39]1[CH:43]=[CH:42][N:41]([CH3:44])[N:40]=1)=[O:37] |f:0.1.2|. Product: FC1=C(C=CC=2C(N(C(OC21)C)C)=O)OC=2C=C(C(=O)NC1=NN(C=C1)C)C=C(C2)O[C@H](CO)C (3-[(8-Fluoro-2,3-dimethyl-4-oxo-3,4-dihydro-2H-1,3-benzoxazin-7-yl)oxy]-5-[(1S)-2-hydroxy-1-methylethoxy]-N-(1-methyl-1H-pyrazol-3-yl)benzamide). Solvent: CN1C(CCC1)=O (1-methyl-2-pyrrolidinone). Starting materials: C([O-])([O-])=O.[K+].[K+] (Potassium carbonate), FC1=C(C2=C(C(N(CCO2)C)=O)C=C1)F (8,9-difluoro-4-methyl-3,4-dihydro-1,4-benzoxazepin-5(2H)-one), [Si](C)(C)(C(C)(C)C)OC[C@@H](OC=1C=C(C(=O)NC2=NN(C=C2)C)C=C(C1)O)C (3-((1S)-2-{[tert-butyl(dimethyl)silyl]oxy}-1-methylethyloxy)-5-hydroxy-N-(1-methyl-1H-pyrazol-3-yl)benzamide).